This data is from the Open Reaction Database (ORD), a public repository of structured organic reaction records. The task is: describe an organic reaction: reactants, conditions, products, and yield Reactants: C(CCCCCCCCCC)=O (undecylaldehyde), Cl.NCCS (2-aminoethanethiol hydrochloride), C1(=CC=CC=C1)C (toluene). The solvent is O (water). The product is C(CCCCCCCCC)C1SCCN1 (2-decylthiazolidine). Reaction SMILES: [CH:1](=O)[CH2:2][CH2:3][CH2:4][CH2:5][CH2:6][CH2:7][CH2:8][CH2:9][CH2:10][CH3:11].Cl.[NH2:14][CH2:15][CH2:16][SH:17].C1(C)C=CC=CC=1>O>[CH2:2]([CH:1]1[NH:14][CH2:15][CH2:16][S:17]1)[CH2:3][CH2:4][CH2:5][CH2:6][CH2:7][CH2:8][CH2:9][CH2:10][CH3:11] |f:1.2|. Procedure: A mixture of 34 g. of undecylaldehyde and 22.8 g. of 2-aminoethanethiol hydrochloride in about 400 ml. of toluene was heated at reflux overnight. The water of condensation was collected in a Dean-Stark trap. The reaction mixture then was washed with aqueous sodium hydroxide and dried over anhydrous magnesium sulfate. After filtering the reaction mixture, the toluene was distilled under reduced pressure. The residue then was vacuum distilled, b.p. 130°-8°/0.1 mm, giving 2-decylthiazolidine. The f... The reactants are [Br-], CC[N+](CC)(CC)Cc1ccccc1, Cc1ccccc1, CC(C)(CO)c1ccc(Cl)cc1, FCCOc1cccc(CCl)c1, [Na+], [OH-], O. Product: CC(C)(COCc1cccc(OCCF)c1)c1ccc(Cl)cc1. Reaction SMILES: [Br-:28].[CH2:29]([N+:30]([CH2:31][CH3:32])([CH2:33][CH3:34])[CH2:35][c:36]1[cH:37][cH:38][cH:39][cH:40][cH:41]1)[CH3:42].[CH3:43][c:44]1[cH:45][cH:46][cH:47][cH:48][cH:49]1.[Cl:13][c:14]1[cH:15][cH:16][c:17]([C:20]([CH2:21][OH:22])([CH3:23])[CH3:24])[cH:18][cH:19]1.[F:1][CH2:2][CH2:3][O:4][c:5]1[cH:6][c:7]([CH2:8][Cl:9])[cH:10][cH:11][cH:12]1.[Na+:26].[OH-:25].[OH2:27]>>[F:1][CH2:2][CH2:3][O:4][c:5]1[cH:6][c:7]([CH2:8][O:22][CH2:21][C:20]([c:17]2[cH:16][cH:15][c:14]([Cl:13])[cH:19][cH:18]2)([CH3:23])[CH3:24])[cH:10][cH:11][cH:12]1. Reactants: FC1=C(C=CC=C1F)[Si](C)(C)C ((2,3-difluorophenyl)-trimethylsilane), C(C)(CC)[Li] (sec-butyllithium), C(C)(C)OB1OC(C(O1)(C)C)(C)C (2-isopropoxy-4,4,5,5-tetramethyl-1,3,2-dioxaborolane). Run in C1CCOC1 (THF). Reaction conditions: temperature -75 celsius. Product: FC1=C(C=CC(=C1F)B1OC(C(O1)(C)C)(C)C)[Si](C)(C)C ((2,3-difluoro-4-(4,4,5,5-tetramethyl-1,3,2-dioxaborolan-2-yl)phenyl)trimethylsilane). The yield is 60.1%. RXN SMILES: C([Li])(CC)C.[F:6][C:7]1[C:12]([F:13])=[CH:11][CH:10]=[CH:9][C:8]=1[Si:14]([CH3:17])([CH3:16])[CH3:15].C(O[B:22]1[O:26][C:25]([CH3:28])([CH3:27])[C:24]([CH3:30])([CH3:29])[O:23]1)(C)C>C1COCC1>[F:6][C:7]1[C:12]([F:13])=[C:11]([B:22]2[O:26][C:25]([CH3:28])([CH3:27])[C:24]([CH3:30])([CH3:29])[O:23]2)[CH:10]=[CH:9][C:8]=1[Si:14]([CH3:17])([CH3:16])[CH3:15]. Procedure details: A solution of sec-butyllithium (1.4 M in cyclohexane; 19.17 mL, 26.8 mmol) was added to THF (53.7 mL) cooled to −75° C. To this solution was added (2,3-difluorophenyl)-trimethylsilane (prepared as in Heiss, C. et al. Eur. J. Org. Chem. 2007, 4, 669-675; 5.0 g, 26.8 mmol) dropwise keeping the temperature below −70° C. The resulting reaction mixture was stirred at −75° C. for 45 min after which time 2-isopropoxy-4,4,5,5-tetramethyl-1,3,2-dioxaborolane (5.49 g, 29.5 mmol) was added dropwise keeping... Starting materials: ClC=1C=C2CC(N(C2=CC1)C(=O)OC(C)(C)C)CO (tert-butyl 5-chloro-2-(hydroxymethyl)-2,3-dihydro-1H-indole-1-carboxylate), [H-].[Na+] (sodium hydride), O (Water), CI (methyl iodide). Solvent: O1CCCC1 (tetrahydrofuran). Run at time 4 hour. Yields the product ClC=1C=C2CC(N(C2=CC1)C(=O)OC(C)(C)C)COC (tert-butyl 5-chloro-2-(methoxymethyl)-2,3-dihydro-1H-indole-1-carboxylate). Reaction SMILES: [Cl:1][C:2]1[CH:3]=[C:4]2[C:8](=[CH:9][CH:10]=1)[N:7]([C:11]([O:13][C:14]([CH3:17])([CH3:16])[CH3:15])=[O:12])[CH:6]([CH2:18][OH:19])[CH2:5]2.[H-].[Na+].[CH3:22]I.O>O1CCCC1>[Cl:1][C:2]1[CH:3]=[C:4]2[C:8](=[CH:9][CH:10]=1)[N:7]([C:11]([O:13][C:14]([CH3:15])([CH3:16])[CH3:17])=[O:12])[CH:6]([CH2:18][O:19][CH3:22])[CH2:5]2 |f:1.2|. Procedure details: Under a nitrogen atmosphere, to a solution of 700 mg of tert-butyl 5-chloro-2-(hydroxymethyl)-2,3-dihydro-1H-indole-1-carboxylate in 14 mL of tetrahydrofuran was added portionwise 197 mg of 60% sodium hydride under ice-cooling, followed by warming to room temperature and stirring for 4 hours. After ice-cooling again, 462 μL of methyl iodide was added dropwise thereto, followed by warming to room temperature and stirring for 2 hours. Water was added thereto, followed by extraction with chloroform... The reactants are CC(=O)O, CC1(c2cc3ccccc3[nH]2)CC1, CCOC(C)=O, O=C1C=C(Cl)C(=O)C=C1Cl. The product is CC1(c2[nH]c3ccccc3c2C2=C(Cl)C(=O)C=C(Cl)C2=O)CC1. Reaction SMILES: [C:24]([OH:25])(=[O:26])[CH3:27].[CH3:11][C:12]1([c:15]2[nH:16][c:17]3[cH:18][cH:19][cH:20][cH:21][c:22]3[cH:23]2)[CH2:13][CH2:14]1.[CH3:28][CH2:29][O:30][C:31](=[O:32])[CH3:33].[Cl:1][C:2]1=[CH:7][C:6](=[O:8])[C:5]([Cl:9])=[CH:4][C:3]1=[O:10]>>[Cl:1][C:2]1=[C:7]([c:23]2[c:15]([C:12]3([CH3:11])[CH2:13][CH2:14]3)[nH:16][c:17]3[cH:18][cH:19][cH:20][cH:21][c:22]32)[C:6](=[O:8])[C:5]([Cl:9])=[CH:4][C:3]1=[O:10].